Dataset: the Open Reaction Database (ORD), a public repository of structured organic reaction records. Task: describe an organic reaction: reactants, conditions, products, and yield Reactants: COC(=O)c1ccc(O)c(C#N)c1, CI, [K+], [K+], O=C([O-])[O-], CN(C)C=O, O. Product: COC(=O)c1ccc(OC)c(C#N)c1. RXN SMILES: [C:1](#[N:2])[c:3]1[cH:4][c:5]([C:6](=[O:7])[O:8][CH3:9])[cH:10][cH:11][c:12]1[OH:13].[CH3:14][I:15].[K+:16].[K+:17].[O-:18][C:19]([O-:20])=[O:21].[O:22]=[CH:23][N:24]([CH3:25])[CH3:26].[OH2:27]>>[C:1](#[N:2])[c:3]1[cH:4][c:5]([C:6](=[O:7])[O:8][CH3:9])[cH:10][cH:11][c:12]1[O:13][CH3:19]. The reactants are CCOC(=O)c1sc(-c2ccn(CCc3ccc(F)cc3)n2)nc1C, Cl, [Na+], C1CCOC1, [OH-], O. The product is Cc1nc(-c2ccn(CCc3ccc(F)cc3)n2)sc1C(=O)O. As a reaction SMILES: [CH2:1]([CH3:2])[O:3][C:4](=[O:5])[c:6]1[c:7]([CH3:25])[n:8][c:9](-[c:11]2[n:12][n:13]([CH2:16][CH2:17][c:18]3[cH:19][cH:20][c:21]([F:24])[cH:22][cH:23]3)[cH:14][cH:15]2)[s:10]1.[ClH:28].[Na+:27].[O:29]1[CH2:30][CH2:31][CH2:32][CH2:33]1.[OH-:26].[OH2:34]>>[O:3]=[C:4]([OH:5])[c:6]1[c:7]([CH3:25])[n:8][c:9](-[c:11]2[n:12][n:13]([CH2:16][CH2:17][c:18]3[cH:19][cH:20][c:21]([F:24])[cH:22][cH:23]3)[cH:14][cH:15]2)[s:10]1. The reactants are C(C)(C)(C)C(=O)N=C1SC(=CN1C1=CC(=CC=C1)C(F)(F)F)C (2-[(t-butylcarbonyl)imino]-3-[3-(trifluoromethyl)phenyl]-5-methylthiazoline), COC1=CC=C(C=C1)P1(SP(S1)(C1=CC=C(C=C1)OC)=S)=S (2,4bis(4-methoxyphenyl)-1,3-dithia-2,4-diphosphetane-2,4disulfide). Solvent: C1CCOC1 (THF). Product: C(C)(C)(C)C(=S)N=C1SC(=CN1C1=CC(=CC=C1)C(F)(F)F)C (2-[t-butyl(thiocarbonyl)]imino-3-[3-(trifluoromethyl)phenyl]-5-methylthiazoline). Isolated yield 57.3%. Reaction SMILES: [C:1]([C:5]([N:7]=[C:8]1[N:12]([C:13]2[CH:18]=[CH:17][CH:16]=[C:15]([C:19]([F:22])([F:21])[F:20])[CH:14]=2)[CH:11]=[C:10]([CH3:23])[S:9]1)=O)([CH3:4])([CH3:3])[CH3:2].COC1C=CC(P2(=S)SP(=S)(C3C=CC(OC)=CC=3)[S:33]2)=CC=1>C1COCC1>[C:1]([C:5]([N:7]=[C:8]1[N:12]([C:13]2[CH:18]=[CH:17][CH:16]=[C:15]([C:19]([F:22])([F:21])[F:20])[CH:14]=2)[CH:11]=[C:10]([CH3:23])[S:9]1)=[S:33])([CH3:4])([CH3:3])[CH3:2]. Procedure: A solution of 2-[(t-butylcarbonyl)imino]-3-[3-(trifluoromethyl)phenyl]-5-methylthiazoline (1 g) and 2,4bis(4-methoxyphenyl)-1,3-dithia-2,4-diphosphetane-2,4disulfide (2 g) in THF (10 ml) was refluxed for 2 days. After cooling and removal of the solvent under reduced pressure, the concentrated residue was added pottasium hydrogencarbonate. The obtained crystallines were recrystallized to give 0.6 g of 2-[t-butyl(thiocarbonyl)]imino-3-[3-(trifluoromethyl)phenyl]-5-methylthiazoline (Compound No. 3)... Starting materials: C(#N)C=1C=C(CN2C([C@H](CC2)NS(=O)(=O)C2=CC3=C(S2)C=CC=C3)=O)C=CC1 (benzo[b]thiophene-2-sulfonic acid [1-(3-cyano-benzyl)-2-oxo-pyrrolidin-3-(S)-yl]-amide), CI (methyl iodide), C(=O)([O-])[O-].[K+].[K+] (K2CO3). Solvent: O (H2O), CCOC(=O)C (EtOAc), CN(C)C=O (DMF). Reaction conditions: time 6 hour. Product: C(#N)C=1C=C(CN2C([C@H](CC2)N(S(=O)(=O)C2=CC3=C(S2)C=CC=C3)C)=O)C=CC1 (Benzo[b]thiophene-2-sulfonic acid [1-(3-cyanobenzyl)-2-oxo-pyrrolidin-3-(S)-yl]-methylamide). Yield: 96.7%. Reaction SMILES: [C:1]([C:3]1[CH:4]=[C:5]([CH:26]=[CH:27][CH:28]=1)[CH2:6][N:7]1[CH2:11][CH2:10][C@H:9]([NH:12][S:13]([C:16]2[S:20][C:19]3[CH:21]=[CH:22][CH:23]=[CH:24][C:18]=3[CH:17]=2)(=[O:15])=[O:14])[C:8]1=[O:25])#[N:2].CI.[C:31]([O-])([O-])=O.[K+].[K+]>CN(C=O)C.O.CCOC(C)=O>[C:1]([C:3]1[CH:4]=[C:5]([CH:26]=[CH:27][CH:28]=1)[CH2:6][N:7]1[CH2:11][CH2:10][C@H:9]([N:12]([CH3:31])[S:13]([C:16]2[S:20][C:19]3[CH:21]=[CH:22][CH:23]=[CH:24][C:18]=3[CH:17]=2)(=[O:15])=[O:14])[C:8]1=[O:25])#[N:2] |f:2.3.4|. Reported procedure: To a solution of benzo[b]thiophene-2-sulfonic acid [1-(3-cyano-benzyl)-2-oxo-pyrrolidin-3-(S)-yl]-amide (0.25 g, 0.61 mmol) in 3 mL of DMF is added methyl iodide (0.13 g, 0.91 mmol) followed by K2CO3 (0.13 g, 0.91 mmol). The solution is stirred at ambient temperatures for 6 h. After this time, the solution is diluted with H2O and EtOAc. The layers are separated. The organic layer is washed with H2O and saturated NaCl. The organic layer is dried over MgSO4, filtered and concentrated. The residue ...